Task: describe an organic reaction: reactants, conditions, products, and yield. Dataset: the Open Reaction Database (ORD), a public repository of structured organic reaction records Reactants: C(C)OC(CC1=CC(=C(C=C1)OC)OC1=C(C=C(C=C1)N)CN1C(OCC1)=O)=O ({3-[4-amino-2-(2-oxo-oxazolidin-3-ylmethyl)-phenoxy]-4-methoxy-phenyl}-acetic acid ethyl ester), C1(=CC=CC=C1)CC(=O)Cl (phenylacetyl chloride). The product is C(C)OC(CC1=CC(=C(C=C1)OC)OC1=C(C=C(C=C1)NC(CC1=CC=CC=C1)=O)CN1C(OCC1)=O)=O ({4-Methoxy-3-[2-(2-oxo-oxazolidin-3-ylmethyl)-4-phenylacetylamino-phenoxy]-phenyl}-acetic acid ethyl ester). As a reaction SMILES: [CH2:1]([O:3][C:4](=[O:29])[CH2:5][C:6]1[CH:11]=[CH:10][C:9]([O:12][CH3:13])=[C:8]([O:14][C:15]2[CH:20]=[CH:19][C:18]([NH2:21])=[CH:17][C:16]=2[CH2:22][N:23]2[CH2:27][CH2:26][O:25][C:24]2=[O:28])[CH:7]=1)[CH3:2].[C:30]1([CH2:36][C:37](Cl)=[O:38])[CH:35]=[CH:34][CH:33]=[CH:32][CH:31]=1>>[CH2:1]([O:3][C:4](=[O:29])[CH2:5][C:6]1[CH:11]=[CH:10][C:9]([O:12][CH3:13])=[C:8]([O:14][C:15]2[CH:20]=[CH:19][C:18]([NH:21][C:37](=[O:38])[CH2:36][C:30]3[CH:35]=[CH:34][CH:33]=[CH:32][CH:31]=3)=[CH:17][C:16]=2[CH2:22][N:23]2[CH2:27][CH2:26][O:25][C:24]2=[O:28])[CH:7]=1)[CH3:2]. Reported procedure: Prepared according to the procedure described in Example 100, Step 1, using the following starting materials: {3-[4-amino-2-(2-oxo-oxazolidin-3-ylmethyl)-phenoxy]-4-methoxy-phenyl}-acetic acid ethyl ester and phenylacetyl chloride. Reactants: C(C)(C)(C)OC(=O)N1CCC2=C(N(N=C2CC1)C(C)C)OS(=O)(=O)C(F)(F)F (2-isopropyl-3-trifluoromethanesulfonyloxy-4,5,7,8-tetrahydro-2H-1,2,6-triaza-azulene-6-carboxylic acid tert-butyl ester), C(C)C1=CC=C(C=C1)B(O)O (4-ethylphenylboronic acid). Yields the product C(C)C1=CC=C(C=C1)C=1N(N=C2CCNCCC12)C(C)C (3-(4-Ethyl-phenyl)-2-isopropyl-2,4,5,6,7,8-hexahydro-1,2,6-triaza-azulene). Isolated yield 100.0%. Reaction SMILES: C(OC([N:8]1[CH2:17][CH2:16][C:15]2[C:11](=[C:12](OS(C(F)(F)F)(=O)=O)[N:13]([CH:18]([CH3:20])[CH3:19])[N:14]=2)[CH2:10][CH2:9]1)=O)(C)(C)C.[CH2:29]([C:31]1[CH:36]=[CH:35][C:34](B(O)O)=[CH:33][CH:32]=1)[CH3:30]>>[CH2:29]([C:31]1[CH:36]=[CH:35][C:34]([C:12]2[N:13]([CH:18]([CH3:19])[CH3:20])[N:14]=[C:15]3[C:11]=2[CH2:10][CH2:9][NH:8][CH2:17][CH2:16]3)=[CH:33][CH:32]=1)[CH3:30]. Reported procedure: The title compound (134 mg) was prepared as in Example 177, Steps C and D, using 202 mg of 2-isopropyl-3-trifluoromethanesulfonyloxy-4,5,7,8-tetrahydro-2H-1,2,6-triaza-azulene-6-carboxylic acid tert-butyl ester (Example 189, Step A) and 212 mg of 4-ethylphenylboronic acid. MS (ESI): exact mass calculated for C18H25N3, 283.20. found, m/z 284.5 [M+H]+. 1H NMR (500 MHz, CD3OD): 7.44 (d, J=7.7 Hz, 2H), 7.31 (d, J=7.7 Hz, 2H), 4.52 (m, 1H), 3.50-3.48 (m, 2H), 3.36-3.34 (m, 2H), 2.85-2.83 (m, 2H), 2.7... Reactants: CC(C)(C)S(=O)N=C1CCOCC1 (2-methyl-N-(2H-pyran-4(3H,5H,6H)-ylidene)propane-2-sulfinamide), solution, C[Al](C)C (trimethylaluminum), CCCCCCC (heptane), solution, C(C)(C)[N-]C(C)C.[Li+] (lithium diisopropylamide), CC1=CN=CS1 (5-methylthiazole). Run in C1(=CC=CC=C1)C (toluene), C1(=CC=CC=C1)C (toluene), C1CCOC1 (THF), C1CCOC1 (THF). Conditions: temperature -78 celsius, time 30 minute. Yields the product CC(C)(C)S(=O)NC1(CCOCC1)C=1SC(=CN1)C (2-methyl-N-[4-(5-methylthiazol-2-yl)tetrahydropyran-4-yl]propane-2-sulfinamide). Yield: 68.5%. Reaction SMILES: C([N-]C(C)C)(C)C.[Li+].[CH3:9][C:10]1[S:14][CH:13]=[N:12][CH:11]=1.[CH3:15][C:16]([S:19]([N:21]=[C:22]1[CH2:27][CH2:26][O:25][CH2:24][CH2:23]1)=[O:20])([CH3:18])[CH3:17].C[Al](C)C.CCCCCCC>C1COCC1.C1(C)C=CC=CC=1>[CH3:18][C:16]([S:19]([NH:21][C:22]1([C:13]2[S:14][C:10]([CH3:9])=[CH:11][N:12]=2)[CH2:23][CH2:24][O:25][CH2:26][CH2:27]1)=[O:20])([CH3:15])[CH3:17] |f:0.1|. Procedure details: A 2.0M solution of lithium diisopropylamide in THF (492 μl, 984 μmol) was added dropwise to a solution of 5-methylthiazole (97.5 mg, 984 μmol) in dry THF (0.3 ml) cooled to −78° C. and once the addition was complete the reaction was stirred for 30 minutes at −78° C. followed by addition of dry toluene (0.6 ml). To a solution of 2-methyl-N-(2H-pyran-4(3H,5H,6H)-ylidene)propane-2-sulfinamide (CAN 861857-62-7, 100 mg, 492 μmol) in dry toluene (1 mL) was added a 2.0M solution of trimethylaluminum in... The reactants are N=1N(C=C2CCCCC12)C1=CC=C(OC(CCC)C2=CC=C(C(=O)OC)C=C2)C=C1 (methyl 4-(1-(4-(4,5,6,7-tetrahydro-2H-indazol-2-yl)phenoxy)butyl)benzoate), C(C)#N (acetonitrile), C(C)#N (acetonitrile), C(=O)(C(F)(F)F)O (TFA), C(C)#N (acetonitrile). Yields the product N=1N(C=C2CCCCC12)C1=CC=C(OC(CCC)C2=CC=C(C(=O)NCCC(=O)O)C=C2)C=C1 ((+/−)-3-(4-(1-(4-(4,5,6,7-tetrahydro-2H-indazol-2-yl)phenoxy)butyl)benzamido)propanoic acid). As a reaction SMILES: [N:1]1[N:2]([C:10]2[CH:30]=[CH:29][C:13]([O:14][CH:15]([C:19]3[CH:28]=[CH:27][C:22]([C:23](OC)=[O:24])=[CH:21][CH:20]=3)[CH2:16][CH2:17][CH3:18])=[CH:12][CH:11]=2)[CH:3]=[C:4]2[C:9]=1[CH2:8][CH2:7][CH2:6][CH2:5]2.[C:31]([OH:37])([C:33](F)(F)F)=[O:32].[C:38](#[N:40])C>>[N:1]1[N:2]([C:10]2[CH:30]=[CH:29][C:13]([O:14][CH:15]([C:19]3[CH:20]=[CH:21][C:22]([C:23]([NH:40][CH2:38][CH2:33][C:31]([OH:37])=[O:32])=[O:24])=[CH:27][CH:28]=3)[CH2:16][CH2:17][CH3:18])=[CH:12][CH:11]=2)[CH:3]=[C:4]2[C:9]=1[CH2:8][CH2:7][CH2:6][CH2:5]2. Reported procedure: The title compound was prepared by a method analogous to that described for Example 20 using methyl 4-(1-(4-(4,5,6,7-tetrahydro-2H-indazol-2-yl)phenoxy)butyl)benzoate. Column: Waters Atlantis C18 4.6×50 mm, 5 μm; Modifier: TFA 0.05%; Gradient 95% H20/5% acetonitrile linear to 5% H20/95% acetonitrile over 4.0 min, hold at 5% H20/95% acetonitrile to 5.0 min. Flow: 2.0 mL/min.; Retention time: 3.39 minutes. MS (M+1): 462.2. Reactants: C(C1=CC=CC=C1)Br (benzyl bromide), Cl.N1CCC(CCC1)=O (azepane-4-one hydrochloride), C([O-])([O-])=O.[K+].[K+] (potassium carbonate). Solvent: C1CCOC1 (THF), O (water). Conditions: temperature 50 celsius, time 5 hour. The product is C(C1=CC=CC=C1)N1CCC(CCC1)=O (1-Benzyl-azepan-4-one). As a reaction SMILES: [CH2:1](Br)[C:2]1[CH:7]=[CH:6][CH:5]=[CH:4][CH:3]=1.Cl.[NH:10]1[CH2:16][CH2:15][CH2:14][C:13](=[O:17])[CH2:12][CH2:11]1.C(=O)([O-])[O-].[K+].[K+]>C1COCC1.O>[CH2:1]([N:10]1[CH2:16][CH2:15][CH2:14][C:13](=[O:17])[CH2:12][CH2:11]1)[C:2]1[CH:7]=[CH:6][CH:5]=[CH:4][CH:3]=1 |f:1.2,3.4.5|. Procedure details: 6 mL benzyl bromide was added to 5 g azepane-4-one hydrochloride and 18.5 g potassium carbonate in 50 mL THF and 25 mL water. The mixture was stirred 5 h at 50° C., evaporated, diluted with water and extracted with ethyl acetate. The organic layer was evaporated. The residue was purified by chromatographie on silica gel (petrolether/ethyl acetate:8/2) to give 5 g of the desired product. Rf: 0.40 (hexane/ethyl acetate=1/1), (M+H)+=204 Reactants: S1C(=NC=C1)NC(=O)C1=CNC2=CC=CC=C12 (1H-indole-3-carboxylic acid thiazol-2-ylamide), BrCCC#N (3-bromo propionitrile). The product is S1C(=NC=C1)NC(=O)C1=CN(C2=CC=CC=C12)CCC#N (1-(2-Cyano-ethyl)-indole-3-carboxylic acid thiazol-2-ylamide). As a reaction SMILES: [S:1]1[CH:5]=[CH:4][N:3]=[C:2]1[NH:6][C:7]([C:9]1[C:17]2[C:12](=[CH:13][CH:14]=[CH:15][CH:16]=2)[NH:11][CH:10]=1)=[O:8].Br[CH2:19][CH2:20][C:21]#[N:22]>>[S:1]1[CH:5]=[CH:4][N:3]=[C:2]1[NH:6][C:7]([C:9]1[C:17]2[C:12](=[CH:13][CH:14]=[CH:15][CH:16]=2)[N:11]([CH2:19][CH2:20][C:21]#[N:22])[CH:10]=1)=[O:8]. Reported procedure: The title compound was prepared using 1H-indole-3-carboxylic acid thiazol-2-ylamide and 3-bromo propionitrile as R5X. The solvent is CS(=O)C (dimethyl sulphoxide). Yields the product BrC=1C=C2C=CC(=CC2=CC1)OCCCCCCO (6-bromo-2-(6-hydroxyhexyloxy)naphthalene). Conditions: temperature 65 celsius. Procedure details: A mixture of 5 g of 6-bromo-2-naphthol, 50 ml of dimethyl sulphoxide, 3.3 ml of 6-chlorohexanol, 7.1 g of potassium iodide and 7.1 g of potassium carbonate (ground and activated at 80° C. in a high vacuum) was heated to 65° C. for 16 hrs. Then, the mixture was cooled, partitioned between ethyl acetate and water, and the organic phase was washed several times with water, dried over magnesium sulphate, filtered and evaporated. Chromatography of the residue on 200 g of silica gel with toluene/ethyl... Starting materials: BrC=1C=C2C=CC(=CC2=CC1)O (6-bromo-2-naphthol), ClCCCCCCO (6-chlorohexanol), [I-].[K+] (potassium iodide), C([O-])([O-])=O.[K+].[K+] (potassium carbonate). As a reaction SMILES: [Br:1][C:2]1[CH:3]=[C:4]2[C:9](=[CH:10][CH:11]=1)[CH:8]=[C:7]([OH:12])[CH:6]=[CH:5]2.Cl[CH2:14][CH2:15][CH2:16][CH2:17][CH2:18][CH2:19][OH:20].[I-].[K+].C(=O)([O-])[O-].[K+].[K+]>CS(C)=O>[Br:1][C:2]1[CH:3]=[C:4]2[C:9](=[CH:10][CH:11]=1)[CH:8]=[C:7]([O:12][CH2:14][CH2:15][CH2:16][CH2:17][CH2:18][CH2:19][OH:20])[CH:6]=[CH:5]2 |f:2.3,4.5.6|. Reactants: [O-]Cl, [Na+], OCc1cccc2c1ccc1cccc3[nH]nc2c13. The product is O=C(O)c1cccc2c1ccc1cccc3[nH]nc2c13. RXN SMILES: [Cl:20][O-:21].[Na+:22].[n:1]1[nH:2][c:3]2[cH:4][cH:5][cH:6][c:7]3[c:8]2[c:9]1[c:10]1[c:11]([cH:12][cH:13]3)[c:14]([CH2:18][OH:19])[cH:15][cH:16][cH:17]1>>[n:1]1[nH:2][c:3]2[cH:4][cH:5][cH:6][c:7]3[c:8]2[c:9]1[c:10]1[c:11]([cH:12][cH:13]3)[c:14]([C:18](=[O:19])[OH:21])[cH:15][cH:16][cH:17]1. Reactants: CC(C)OC(=O)/N=N/C(=O)OC(C)C (DIAD), OCC1=CC=C(C=C1)C1N(CCCC1)C(=O)OC(C)(C)C (tert-butyl 2-(4-(hydroxymethyl)phenyl)piperidine-1-carboxylate), C(C(C)C)N1C(N(C(C=2C1=NNC2NC2=CC=CC=C2)=O)C)=O (7-isobutyl-5-methyl-3-(phenylamino)-2H-pyrazolo[3,4-d]pyrimidine-4,6(5H,7H)-dione), C1(=CC=CC=C1)P(C1=CC=CC=C1)C1=CC=CC=C1 (triphenylphosphine). Run in C1CCOC1 (THF). Run at temperature -78 celsius. The product is C(C(C)C)N1C(N(C(C=2C1=NN(C2NC2=CC=CC=C2)CC2=CC=C(C=C2)C2N(CCCC2)C(=O)OC(C)(C)C)=O)C)=O (tert-butyl 2-(4-((7-isobutyl-5-methyl-4,6-dioxo-3-(phenylamino)-4,5,6,7-tetrahydropyrazolo[3,4-d]pyrimidin-2-yl)methyl)phenyl)piperidine-1-carboxylate). Yield: 81.0%. RXN SMILES: O[CH2:2][C:3]1[CH:8]=[CH:7][C:6]([CH:9]2[CH2:14][CH2:13][CH2:12][CH2:11][N:10]2[C:15]([O:17][C:18]([CH3:21])([CH3:20])[CH3:19])=[O:16])=[CH:5][CH:4]=1.C1(P(C2C=CC=CC=2)C2C=CC=CC=2)C=CC=CC=1.[CH2:41]([N:45]1[C:50]2=[N:51][NH:52][C:53]([NH:54][C:55]3[CH:60]=[CH:59][CH:58]=[CH:57][CH:56]=3)=[C:49]2[C:48](=[O:61])[N:47]([CH3:62])[C:46]1=[O:63])[CH:42]([CH3:44])[CH3:43].CC(OC(/N=N/C(OC(C)C)=O)=O)C>C1COCC1>[CH2:41]([N:45]1[C:50]2=[N:51][N:52]([CH2:2][C:3]3[CH:8]=[CH:7][C:6]([CH:9]4[CH2:14][CH2:13][CH2:12][CH2:11][N:10]4[C:15]([O:17][C:18]([CH3:21])([CH3:20])[CH3:19])=[O:16])=[CH:5][CH:4]=3)[C:53]([NH:54][C:55]3[CH:56]=[CH:57][CH:58]=[CH:59][CH:60]=3)=[C:49]2[C:48](=[O:61])[N:47]([CH3:62])[C:46]1=[O:63])[CH:42]([CH3:44])[CH3:43]. Procedure: tert-butyl 2-(4-(hydroxymethyl)phenyl)piperidine-1-carboxylate (47 mg, 0.16 mmol) is dissolved in 1 mL of anhydrous THF, and then triphenylphosphine (42 mg, 0.16 mmol) is added, followed by 7-isobutyl-5-methyl-3-(phenylamino)-2H-pyrazolo[3,4-d]pyrimidine-4,6(5H,7H)-dione (50 mg, 0.16 mmol). The mixture is cooled to −78° C., and then DIAD (95%, 50 μL) is added slowly. After the reaction is complete, the mixture is purified on a basic alumina column to give 76 mg of product (yield: 81%). MS (ESI) ... The reactants are C[C@]12CC[C@@]3([C@@H]([C@H]2CC[C@@H]2[C@]4(CC=C(C([C@@H]4CC[C@@]12C)(C)C)C1=CC2(CC(C2)(C(=O)OC(C)C)C(=O)OC(C)C)C1)C)[C@@H](CC3)C(=C)C)NCCN(S(=O)(=O)C(F)(F)F)C3=CC=CC=C3 (diisopropyl 6-((1R,3aS,5aR,5bR,7aR,11aS,11bR,13aR,13bR)-5a,5b,8,8,11a-pentamethyl-1-(prop-1-en-2-yl)-3a-((2-(1,1,1-trifluoro-N-phenylmethylsulfonamido)ethyl)amino)-2,3,3a,4,5,5a,5b,6,7,7a,8,11,11a,11b,12,13,13a,13b-octadecahydro-1H-cyclopenta[a]chrysen-9-yl)spiro[3.3]hept-5-ene-2,2-dicarboxylate), [OH-].[Na+] (NaOH), Cl (HCl). Run in O1CCOCC1 (dioxane), CO (MeOH). Conditions: temperature 50 celsius, time 3 hour. The product is C[C@]12CC[C@@]3([C@@H]([C@H]2CC[C@@H]2[C@]4(CC=C(C([C@@H]4CC[C@@]12C)(C)C)C1=CC2(CC(C2)(C(=O)O)C(=O)O)C1)C)[C@@H](CC3)C(=C)C)NCCN(S(=O)(=O)C(F)(F)F)C3=CC=CC=C3 (6-((1R,3 aS,5aR,5bR,7aR,11aS,11bR,13aR,13bR)-5a,5b,8,8,11a-pentamethyl-1-(prop-1-en-2-yl)-3a-((2-(1,1,1-trifluoro-N-phenylmethylsulfonamido)ethyl)amino)-2,3,3a,4,5,5a,5b,6,7,7a,8,11,11a,11b,12,13,13a,13b-octadecahydro-1H-cyclopenta[a]chrysen-9-yl)spiro[3.3]hept-5-ene-2,2-dicarboxylic acid). The yield is 42.0%. RXN SMILES: [CH3:1][C@:2]12[C@@:19]3([CH3:20])[C@@H:10]([C@:11]4([CH3:42])[C@@H:16]([CH2:17][CH2:18]3)[C:15]([CH3:22])([CH3:21])[C:14]([C:23]3[CH2:41][C:25]5([CH2:28][C:27]([C:35]([O:37]C(C)C)=[O:36])([C:29]([O:31]C(C)C)=[O:30])[CH2:26]5)[CH:24]=3)=[CH:13][CH2:12]4)[CH2:9][CH2:8][C@@H:7]1[C@H:6]1[C@H:43]([C:46]([CH3:48])=[CH2:47])[CH2:44][CH2:45][C@:5]1([NH:49][CH2:50][CH2:51][N:52]([C:60]1[CH:65]=[CH:64][CH:63]=[CH:62][CH:61]=1)[S:53]([C:56]([F:59])([F:58])[F:57])(=[O:55])=[O:54])[CH2:4][CH2:3]2.[OH-].[Na+].Cl>O1CCOCC1.CO>[CH3:1][C@:2]12[C@@:19]3([CH3:20])[C@@H:10]([C@:11]4([CH3:42])[C@@H:16]([CH2:17][CH2:18]3)[C:15]([CH3:21])([CH3:22])[C:14]([C:23]3[CH2:41][C:25]5([CH2:26][C:27]([C:35]([OH:37])=[O:36])([C:29]([OH:31])=[O:30])[CH2:28]5)[CH:24]=3)=[CH:13][CH2:12]4)[CH2:9][CH2:8][C@@H:7]1[C@H:6]1[C@H:43]([C:46]([CH3:48])=[CH2:47])[CH2:44][CH2:45][C@:5]1([NH:49][CH2:50][CH2:51][N:52]([C:60]1[CH:61]=[CH:62][CH:63]=[CH:64][CH:65]=1)[S:53]([C:56]([F:57])([F:58])[F:59])(=[O:55])=[O:54])[CH2:4][CH2:3]2 |f:1.2|. Reported procedure: To a solution of diisopropyl 6-((1R,3aS,5aR,5bR,7aR,11aS,11bR,13aR,13bR)-5a,5b,8,8,11a-pentamethyl-1-(prop-1-en-2-yl)-3a-((2-(1,1,1-trifluoro-N-phenylmethylsulfonamido)ethyl)amino)-2,3,3a,4,5,5a,5b,6,7,7a,8,11,11a,11b,12,13,13a,13b-octadecahydro-1H-cyclopenta[a]chrysen-9-yl)spiro[3.3]hept-5-ene-2,2-dicarboxylate (15 mg, 0.016 mmol) in dioxane (2 mL) and MeOH (1 mL) was added 1N NaOH (1 mL, 1 mmol). The mixture was stirred at 50° C. for 3 h. The mixture was neutralized by 1N HCl (1 mL) to pH ˜6 a...